Dataset: the Open Reaction Database (ORD), a public repository of structured organic reaction records. Task: describe an organic reaction: reactants, conditions, products, and yield Reactants: C[O-], CO, CC(C)(C)c1cnc(Cl)c([N+](=O)[O-])c1, [Na+]. The product is COc1ncc(C(C)(C)C)cc1[N+](=O)[O-]. RXN SMILES: [CH3:15][O-:16].[CH3:18][OH:19].[Cl:1][c:2]1[n:3][cH:4][c:5]([C:11]([CH3:12])([CH3:13])[CH3:14])[cH:6][c:7]1[N+:8](=[O:9])[O-:10].[Na+:17]>>[c:2]1([O:16][CH3:15])[n:3][cH:4][c:5]([C:11]([CH3:12])([CH3:13])[CH3:14])[cH:6][c:7]1[N+:8](=[O:9])[O-:10]. Starting materials: BrCCCCBr, CC[N+](CC)(CC)Cc1ccccc1, [Cl-], Cc1ccc(S(=O)(=O)CC#N)cc1. Product: Cc1ccc(S(=O)(=O)C2(C#N)CCCC2)cc1. Reaction SMILES: [Br:14][CH2:15][CH2:16][CH2:17][CH2:18][Br:19].[CH2:21]([N+:22]([CH2:23][CH3:24])([CH2:25][CH3:26])[CH2:27][CH3:28])[c:29]1[cH:30][cH:31][cH:32][cH:33][cH:34]1.[Cl-:20].[c:1]1([CH3:13])[cH:2][cH:3][c:4]([S:7](=[O:8])(=[O:9])[CH2:10][C:11]#[N:12])[cH:5][cH:6]1>>[c:1]1([CH3:13])[cH:2][cH:3][c:4]([S:7](=[O:8])(=[O:9])[C:10]2([C:11]#[N:12])[CH2:15][CH2:16][CH2:17][CH2:18]2)[cH:5][cH:6]1. Starting materials: N1=CC(=CC=C1)C=CC(=O)NCC1=CC=C(C(=O)O)C=C1 (4-[(Pyridin-3-ylacryloyl)aminomethyl]benzoic acid), FC(C(=O)O)(F)F (trifluoroacetic acid), N,N′-carbonyldiimidazole, FC1=CC(=C(C=C1)N)N (4-fluoro-1,2-phenylenediamine). Solvent: O1CCCC1 (tetrahydrofuran), O1CCCC1 (tetrahydrofuran). Run at temperature 45 celsius, time 1 hour. The product is NC1=C(C=CC(=C1)F)NC(C1=CC=C(C=C1)CNC(C=CC=1C=NC=CC1)=O)=O (N-(2-amino-4-fluorophenyl)-4-[N-(Pyridin-3-ylacryloyl)aminomethyl]benzamide). Yield: 57.6%. Reaction SMILES: [N:1]1[CH:6]=[CH:5][CH:4]=[C:3]([CH:7]=[CH:8][C:9]([NH:11][CH2:12][C:13]2[CH:21]=[CH:20][C:16]([C:17]([OH:19])=O)=[CH:15][CH:14]=2)=[O:10])[CH:2]=1.[F:22][C:23]1[CH:28]=[CH:27][C:26]([NH2:29])=[C:25]([NH2:30])[CH:24]=1.FC(F)(F)C(O)=O>O1CCCC1>[NH2:30][C:25]1[CH:24]=[C:23]([F:22])[CH:28]=[CH:27][C:26]=1[NH:29][C:17](=[O:19])[C:16]1[CH:15]=[CH:14][C:13]([CH2:12][NH:11][C:9](=[O:10])[CH:8]=[CH:7][C:3]2[CH:2]=[N:1][CH:6]=[CH:5][CH:4]=2)=[CH:21][CH:20]=1. Procedure details: To a suspension of 0.29 g (1.78 mmol) of N,N′-carbonyldiimidazole in tetrahydrofuran (15 ml) is added 0.50 g (1.78 mmol) of 4-[(Pyridin-3-ylacryloyl)aminomethyl]benzoic acid, followed by stirring at 45° C. for 1 hour. After cooling, the reaction mixture is added to a separately prepared tetrahydrofuran (10 ml) solution including 0.28 g (2.22 mmol) of 4-fluoro-1,2-phenylenediamine and 0.20 g (1.78 mmol) of trifluoroacetic acid at room temperature. After reaction at room temperature for 24 hours, ... Reaction SMILES: [C:17]([BH3-:18])#[N:19].[CH2:1]([c:2]1[cH:3][cH:4][cH:5][cH:6][cH:7]1)[O:8][N:9]=[CH:10][c:11]1[cH:12][cH:13][cH:14][cH:15][cH:16]1.[CH3:21].[CH3:24][OH:25].[Na+:20].[Na+:23].[OH-:22]>>[CH2:1]([c:2]1[cH:3][cH:4][cH:5][cH:6][cH:7]1)[O:8][NH:9][CH2:10][c:11]1[cH:12][cH:13][cH:14][cH:15][cH:16]1. Starting materials: [BH3-]C#N, C(=NOCc1ccccc1)c1ccccc1, [CH3], CO, [Na+], [Na+], [OH-]. Product: c1ccc(CNOCc2ccccc2)cc1. Starting materials: C(C)OC(CCC=1C=C(C=CC1)CCC(=O)O)=O (3-[3-(3-ethoxy-3-oxopropyl)phenyl]propanoic acid), TEA. The solvent is C1CCOC1 (THF). Reaction conditions: temperature 0 celsius, time 5 minute. Product: OCCCC=1C=C(C=CC1)CCC(=O)OCC (ethyl 3-[3-(3-hydroxypropyl)phenyl]propanoate). Yield: 55.4%. RXN SMILES: [CH2:1]([O:3][C:4](=[O:18])[CH2:5][CH2:6][C:7]1[CH:8]=[C:9]([CH2:13][CH2:14][C:15](O)=[O:16])[CH:10]=[CH:11][CH:12]=1)[CH3:2]>C1COCC1>[OH:16][CH2:15][CH2:14][CH2:13][C:9]1[CH:8]=[C:7]([CH2:6][CH2:5][C:4]([O:3][CH2:1][CH3:2])=[O:18])[CH:12]=[CH:11][CH:10]=1. Procedure: To a solution of 3-[3-(3-ethoxy-3-oxopropyl)phenyl]propanoic acid (10.7 g) and TEA (6.28 mL) in THF (100 mL) was added isobutyl chloroforamate (5.82 mL) dropwise at 0° C. The reaction mixture was stirred at the same temperature for 5 minutes and filtered. And the precipitate was and rinsed with THF (50 mL). The filtrate and the rinse liquid were combined and the resultant mixture was cooled at 0° C. To the resultant mixture was added sodium borohydride (2.43 g) followed by adding water (1.21 mL)... The product is CC(C)(C)c1cc(-c2cn3c(n2)S(=O)CC3)cc(C(C)(C)C)c1O. Reactants: CC(C)(C)c1cc(-c2cn3c(n2)SCC3)cc(C(C)(C)C)c1O, ClC(Cl)Cl, O=C(OO)c1cccc(Cl)c1. Reaction SMILES: [C:1]([CH3:2])([CH3:3])([CH3:4])[c:5]1[cH:6][c:7](-[c:16]2[n:17][c:18]3[n:22]([cH:23]2)[CH2:21][CH2:20][S:19]3)[cH:8][c:9]([C:12]([CH3:13])([CH3:14])[CH3:15])[c:10]1[OH:11].[CH:35]([Cl:36])([Cl:37])[Cl:38].[Cl:24][c:25]1[cH:26][cH:27][cH:28][c:29]([C:30]([O:31][OH:33])=[O:32])[cH:34]1>>[C:1]([CH3:2])([CH3:3])([CH3:4])[c:5]1[cH:6][c:7](-[c:16]2[n:17][c:18]3[n:22]([cH:23]2)[CH2:21][CH2:20][S:19]3=[O:32])[cH:8][c:9]([C:12]([CH3:13])([CH3:14])[CH3:15])[c:10]1[OH:11]. The reactants are N(=[N+]=[N-])C(C(=O)O)C1=CSC=C1 (α-azido-3-thiopheneacetic acid), Cl (hydrochloric acid). Reagents/catalysts: [Pd] (palladium/barium sulfate). Solvent: C(C)O (ethanol). Reaction conditions: time 2 hour. The product is NC(C(=O)O)C1=CSC=C1 (α-amino-3-thiopheneacetic acid). RXN SMILES: [N:1]([CH:4]([C:8]1[CH:12]=[CH:11][S:10][CH:9]=1)[C:5]([OH:7])=[O:6])=[N+]=[N-].Cl>[Pd].C(O)C>[NH2:1][CH:4]([C:8]1[CH:12]=[CH:11][S:10][CH:9]=1)[C:5]([OH:7])=[O:6]. Procedure: 0.3 g. of palladium/barium sulfate catalyst are added to a solution of 6 g. of DL-α-azido-3-thiopheneacetic acid in 40 ml. of ethanol and 40 ml. of 0.5N hydrochloric acid. Hydrogenation takes place at about 60 psig. after 2 hours. After filtration, the volume is concentrated to about 30 ml. When the pH is brought to 6.5 with ammonia, the amino acid separates as a white powder. After washing with ethanol/water and drying, 3.5 g. of the product, DL-α-amino-3-thiopheneacetic acid, are obtained; m.p...